Dataset: the Open Reaction Database (ORD), a public repository of structured organic reaction records. Task: describe an organic reaction: reactants, conditions, products, and yield Starting materials: [N+](=O)([O-])C=1C=C2CC3(C(N(C4=NC=CC=C43)COCC[Si](C)(C)C)=O)CC2=CC1 ((±)-5-Nitro-1′-{[2-(trimethylsilyl)ethoxy]methyl}-1,3-dihydro spiro[indene-2,3′-pyrrolo[2,3-b]pyridin]-2′(1′H)-one). Reagents/catalysts: [Pd] (Pd/C). Run in CCO (EtOH). Conditions: time 18 hour. Yields the product NC=1C=C2CC3(C(N(C4=NC=CC=C43)COCC[Si](C)(C)C)=O)CC2=CC1 ((±)-5-Amino-1′-{[2-(trimethylsilyl)ethoxy]methyl}-1,3-dihydrospiro[indene-2,3′-pyrrolo[2,3-b]pyridin]-2′(1′H)-one). Reaction SMILES: [N+:1]([C:4]1[CH:5]=[C:6]2[C:27](=[CH:28][CH:29]=1)[CH2:26][C:8]1([C:16]3[C:11](=[N:12][CH:13]=[CH:14][CH:15]=3)[N:10]([CH2:17][O:18][CH2:19][CH2:20][Si:21]([CH3:24])([CH3:23])[CH3:22])[C:9]1=[O:25])[CH2:7]2)([O-])=O>CCO.[Pd]>[NH2:1][C:4]1[CH:5]=[C:6]2[C:27](=[CH:28][CH:29]=1)[CH2:26][C:8]1([C:16]3[C:11](=[N:12][CH:13]=[CH:14][CH:15]=3)[N:10]([CH2:17][O:18][CH2:19][CH2:20][Si:21]([CH3:22])([CH3:23])[CH3:24])[C:9]1=[O:25])[CH2:7]2. Reported procedure: A mixture of 10% Pd/C (3 g) and (±)-5-nitro-1′-{[2-(trimethylsilyl)ethoxy]methyl}-1,3-dihydrospiro[indene-2,3′-pyrrolo[2,3-b]pyridin]-2′(1′H)-one from Step A (19.1 g, 46.4 mmol) was stirred vigorously in EtOH (400 mL) under an atmosphere of hydrogen (ca. 1 atm). After 18 h, the mixture was filtered through a pad of Celite, washing extensively with MeOH, and the filtrate was concentrated in vacuo to give the title compound. MS: m/z=382 (M+1). Starting materials: [Cl-].COC[P+](C1=CC=CC=C1)(C1=CC=CC=C1)C1=CC=CC=C1 (methoxymethyl-triphenylphosphonium chloride), C(#N)C1=CC=C(C=C1)C1=CC=C(C=C1)C=O (4'-cyano-4-biphenylcarboxaldehyde), O (water), potassium t-butylate. Solvent: COC(C)(C)C (t-butyl methyl ether), C(C)(=O)OCC (ethyl acetate), O1CCCC1 (tetrahydrofuran), petroleum ether. Reaction conditions: temperature 0 celsius, time 1 hour. Yields the product oil, COC=CC1=CC=C(C=C1)C1=CC=C(C=C1)C#N (4'-(2-methoxyvinyl)-4-biphenylcarbonitrile). Yield: 91.6%. Reaction SMILES: [Cl-].[CH3:2][O:3][CH2:4][P+](C1C=CC=CC=1)(C1C=CC=CC=1)C1C=CC=CC=1.[C:24]([C:26]1[CH:31]=[CH:30][C:29]([C:32]2[CH:37]=[CH:36][C:35]([CH:38]=O)=[CH:34][CH:33]=2)=[CH:28][CH:27]=1)#[N:25].O>COC(C)(C)C.O1CCCC1.C(OCC)(=O)C>[CH3:2][O:3][CH:4]=[CH:38][C:35]1[CH:34]=[CH:33][C:32]([C:29]2[CH:28]=[CH:27][C:26]([C:24]#[N:25])=[CH:31][CH:30]=2)=[CH:37][CH:36]=1 |f:0.1|. Procedure: A suspension of 12.4 g of methoxymethyl-triphenylphosphonium chloride in 120 ml of t-butyl methyl ether was treated within 3 minutes with 4.1 g of potassium t-butylate while gassing with argon at 0° C. and the mixture was stirred for a further 1 hour at 0° C. Thereafter, the mixture was treated within 10 minutes with a solution of 5.0 g of 4'-cyano-4-biphenylcarboxaldehyde in 40 ml of tetrahydrofuran and the resulting mixture was stirred for a further 1.5 hours at room temperature. The reaction ... Run at temperature 80 celsius. Procedure details: To a solution of 8.35 g (35.4 mmol) of 5-(4-chlorobutylthio)imidazo[1,2-a]pyridine and 4.15 g (35.4 mmol) of thiazolidine-2,4-dione in 200 ml of N,N-dimethylformamide, 5.30 ml (35.4 mmol) of 1,8-diazabicyclo[5.4.0]-7-undecene was added, followed by heating at 80° C. for 16 hours. After cooling, the reaction mixture was poured into water, extracted with ethyl acetate, washed with water and dried, after which the solvent was distilled off. The residue was purified by column chromatography (eluent:... The product is N=1C=CN2C1C=CC=C2SCCCCN2C(SCC2=O)=O (3-[4-(imidazo[1,2-a]pyridin-5-ylthio)butyl]-thiazolidine-2,4-dione). As a reaction SMILES: Cl[CH2:2][CH2:3][CH2:4][CH2:5][S:6][C:7]1[N:12]2[CH:13]=[CH:14][N:15]=[C:11]2[CH:10]=[CH:9][CH:8]=1.[S:16]1[CH2:20][C:19](=[O:21])[NH:18][C:17]1=[O:22].C1CCN2C(=NCCC2)CC1.O>CN(C)C=O>[N:15]1[CH:14]=[CH:13][N:12]2[C:7]([S:6][CH2:5][CH2:4][CH2:3][CH2:2][N:18]3[C:19](=[O:21])[CH2:20][S:16][C:17]3=[O:22])=[CH:8][CH:9]=[CH:10][C:11]=12. The reactants are O (water), ClCCCCSC1=CC=CC=2N1C=CN2 (5-(4-chlorobutylthio)imidazo[1,2-a]pyridine), S1C(NC(C1)=O)=O (thiazolidine-2,4-dione), C1CCC2=NCCCN2CC1 (1,8-diazabicyclo[5.4.0]-7-undecene). Run in CN(C=O)C (N,N-dimethylformamide). Reactants: CCOCC, CCOC(=O)C1=CCN(C)CC1, CCOCC, Clc1ccc(Br)cc1Cl, Clc1ccc(Br)cc1Cl, [Cu]I, I, [Mg], O. Product: CCOC(=O)C1CCN(C)CC1c1ccc(Cl)c(Cl)c1. Reaction SMILES: [CH2:12]([O:13][CH2:14][CH3:15])[CH3:16].[CH3:26][N:27]1[CH2:28][CH2:29][C:30]([C:33](=[O:34])[O:35][CH2:36][CH3:37])=[CH:31][CH2:32]1.[CH3:38][CH2:39][O:40][CH2:41][CH3:42].[Cl:17][c:18]1[cH:19][c:20]([Br:21])[cH:22][cH:23][c:24]1[Cl:25].[Cl:3][c:4]1[cH:5][c:6]([Br:11])[cH:7][cH:8][c:9]1[Cl:10].[Cu:43][I:44].[I:2].[Mg:1].[OH2:45]>>[Cl:3][c:4]1[cH:5][c:6]([CH:31]2[CH:30]([C:33](=[O:34])[O:35][CH2:36][CH3:37])[CH2:29][CH2:28][N:27]([CH3:26])[CH2:32]2)[cH:7][cH:8][c:9]1[Cl:10]. Reactants: OCC(CO)NC(c1ccccc1)(c1ccccc1)c1ccccc1, C1CCOC1, ClCCl, [H-], [Na+], BrCc1ccc(-c2nc3ccccc3o2)cc1. The product is OCC(COCc1ccc(-c2nc3ccccc3o2)cc1)NC(c1ccccc1)(c1ccccc1)c1ccccc1. Reaction SMILES: [C:1]([c:2]1[cH:3][cH:4][cH:5][cH:6][cH:7]1)([c:8]1[cH:9][cH:10][cH:11][cH:12][cH:13]1)([c:14]1[cH:15][cH:16][cH:17][cH:18][cH:19]1)[NH:20][CH:21]([CH2:22][OH:23])[CH2:24][OH:25].[CH2:45]1[O:46][CH2:47][CH2:48][CH2:49]1.[Cl:50][CH2:51][Cl:52].[H-:27].[Na+:26].[o:28]1[c:29](-[c:37]2[cH:38][cH:39][c:40]([CH2:41][Br:42])[cH:43][cH:44]2)[n:30][c:31]2[c:32]1[cH:33][cH:34][cH:35][cH:36]2>>[C:1]([c:2]1[cH:3][cH:4][cH:5][cH:6][cH:7]1)([c:8]1[cH:9][cH:10][cH:11][cH:12][cH:13]1)([c:14]1[cH:15][cH:16][cH:17][cH:18][cH:19]1)[NH:20][CH:21]([CH2:22][OH:23])[CH2:24][O:25][CH2:41][c:40]1[cH:39][cH:38][c:37](-[c:29]2[o:28][c:32]3[c:31]([n:30]2)[cH:36][cH:35][cH:34][cH:33]3)[cH:44][cH:43]1. Starting materials: C(C)O (ethanol), C(=O)C1=CC=C(C=C1)C(CN(C(OC(C)(C)C)=O)C)O (tert-Butyl 2-(4-formylphenyl)-2-hydroxyethyl(methyl)carbamate), [BH4-].[Na+] (Sodium borohydride). Run in C1CCOC1 (THF). Product: OC(CN(C(OC(C)(C)C)=O)C)C1=CC=C(C=C1)CO (tert-Butyl 2-hydroxy-2-[4-(hydroxymethyl)phenyl]ethyl(methyl)carbamate). The yield is 99.8%. RXN SMILES: [CH:1]([C:3]1[CH:8]=[CH:7][C:6]([CH:9]([OH:20])[CH2:10][N:11]([CH3:19])[C:12](=[O:18])[O:13][C:14]([CH3:17])([CH3:16])[CH3:15])=[CH:5][CH:4]=1)=[O:2].C(O)C.[BH4-].[Na+]>C1COCC1>[OH:20][CH:9]([C:6]1[CH:7]=[CH:8][C:3]([CH2:1][OH:2])=[CH:4][CH:5]=1)[CH2:10][N:11]([CH3:19])[C:12](=[O:18])[O:13][C:14]([CH3:17])([CH3:15])[CH3:16] |f:2.3|. Procedure details: tert-Butyl 2-(4-formylphenyl)-2-hydroxyethyl(methyl)carbamate (1.808 g, 6.48 mmol) was dissolved in dry THF (50 ml) and absolute ethanol (10 ml) then cooled in an ice bath. Sodium borohydride (0.25 g, 6.61 mmol) was added then after 1 hr the solvent was evaporated. The residue was treated with satd. ammonium chloride solution (15 ml), water (35 ml) and chloroform (50 ml). The aqueous layer was extracted with additional chloroform (2×50 ml). The combined organics were washed with brine (30 ml), d...